Dataset: the Open Reaction Database (ORD), a public repository of structured organic reaction records. Task: describe an organic reaction: reactants, conditions, products, and yield The reactants are CN(C)c1ccccn1, CC(C)c1ccc(S(=O)(=O)Cl)cc1, COc1nn(C)c(N)c1-c1ccc2c(c1)OCO2, c1ccncc1. Product: COc1nn(C)c(NS(=O)(=O)c2ccc(C(C)C)cc2)c1-c1ccc2c(c1)OCO2. As a reaction SMILES: [CH3:32][N:33]([c:34]1[cH:35][cH:36][cH:37][cH:38][n:39]1)[CH3:40].[CH:1]([CH3:2])([CH3:3])[c:4]1[cH:5][cH:6][c:7]([S:10](=[O:11])(=[O:12])[Cl:13])[cH:8][cH:9]1.[NH2:14][c:15]1[c:16](-[c:23]2[cH:24][c:25]3[c:26]([cH:30][cH:31]2)[O:27][CH2:28][O:29]3)[c:17]([O:21][CH3:22])[n:18][n:19]1[CH3:20].[cH:41]1[cH:42][cH:43][n:44][cH:45][cH:46]1>>[CH:1]([CH3:2])([CH3:3])[c:4]1[cH:5][cH:6][c:7]([S:10](=[O:11])(=[O:12])[NH:14][c:15]2[c:16](-[c:23]3[cH:24][c:25]4[c:26]([cH:30][cH:31]3)[O:27][CH2:28][O:29]4)[c:17]([O:21][CH3:22])[n:18][n:19]2[CH3:20])[cH:8][cH:9]1. Run at temperature 250 celsius. The reactants are O=C1NC=2C(=CC=CC2C2=C1CCO2)OCC(F)(F)F (4-Oxo-6-β,β,β-trifluoroethoxy-2,3,4,5-tetrahydrofuro[3,2-c]quinoline), C(C1=CC=CC=C1)OC1=CC(=C(N)C=C1)C (4-benzyloxy-2-methyl aniline). Reaction SMILES: O=[C:2]1[C:11]2[CH2:12][CH2:13]O[C:10]=2[C:9]2[CH:8]=[CH:7][CH:6]=[C:5]([O:15][CH2:16][C:17]([F:20])([F:19])[F:18])[C:4]=2[NH:3]1.[CH2:21]([O:28][C:29]1[CH:35]=[CH:34][C:32]([NH2:33])=[C:31]([CH3:36])[CH:30]=1)[C:22]1[CH:27]=[CH:26][CH:25]=[CH:24][CH:23]=1>C(O)COCCO.O>[CH3:36][C:31]1[CH:30]=[C:29]([O:28][CH2:21][C:22]2[CH:23]=[CH:24][CH:25]=[CH:26][CH:27]=2)[CH:35]=[CH:34][C:32]=1[N:33]1[C:10]2[C:9]3[CH:8]=[CH:7][CH:6]=[C:5]([O:15][CH2:16][C:17]([F:20])([F:19])[F:18])[C:4]=3[N:3]=[C:2]([NH:3][CH2:4][CH2:5][OH:15])[C:11]=2[CH2:12][CH2:13]1. Run in C(COCCO)O (diethylene glycol), O (water). Reported procedure: 4-Oxo-6-β,β,β-trifluoroethoxy-2,3,4,5-tetrahydrofuro[3,2-c]quinoline(5.7 g, 20.0 mmol) was dissolved in diethylene glycol(70 ml) and crude 4-benzyloxy-2-methyl aniline(5.6 g, 26.0 mmol) was added. The reaction mixture was refluxed at 250° C. for 15 hours. The reaction mixture was dissolved in water, extracted with dichloromethane, and the organic layer was washed with water for 3 times. The organic layer was dried over anhydrous magnesium sulfate, filtered, and concentrated under reduced pressur... Isolated yield 86.0%. Yields the product CC1=C(C=CC(=C1)OCC1=CC=CC=C1)N1CCC=2C(=NC=3C(=CC=CC3C21)OCC(F)(F)F)NCCO (1-(2-methyl-4-benzyloxyphenyl)-4-[(2-hydroxyethyl)amino]-6-β,β,β-trifluoroethoxy-2,3-dihydropyrrolo[3,2-c]quinoline). The reactants are N1CCCCC1 (piperidine), C(=O)O (formic acid), CC1(OC(=O)CC(=O)O1)C (Meldrum's acid), C(C1=CC(OC)=C(OC)C=C1)=O (veratraldehyde). Yields the product COC=1C=C(C=CC1OC)CCC(=O)O (3-(3,4-dimethoxyphenyl)propionic acid). As a reaction SMILES: N1CCCCC1.C(O)=O.CC1(C)[O:18][C:16](=[O:17])[CH2:15][C:13](=O)O1.C(=O)[C:21]1[CH:30]=[CH:29][C:26]([O:27][CH3:28])=[C:23]([O:24][CH3:25])[CH:22]=1>>[CH3:25][O:24][C:23]1[CH:22]=[C:21]([CH2:13][CH2:15][C:16]([OH:18])=[O:17])[CH:30]=[CH:29][C:26]=1[O:27][CH3:28]. Reported procedure: After dropping 20.4 g (23.7 ml, 0.24 mol) of piperidine to 27.6 g (22.6 ml, 0.6 mol) of formic acid under stirring and cooling, 7.2 g (0.05 mol) of Meldrum's acid and 8.3 g (0.05 mol) of veratraldehyde were added to the above mixture, then the procedure of Example 35 was followed. Reactants: FC(C(C[C@H](N)C(=O)O)C)(F)F (5,5,5-trifluoro-L-leucine), ClC(=O)OCC1=CC=CC=C1 (benzyl chloroformate), ClC(=O)OCC1=CC=CC=C1 (benzyl chloroformate), [OH-].[Na+] (NaOH). Solvent: O (H2O). Conditions: temperature 0 celsius. Yields the product C(C1=CC=CC=C1)OC(=O)N[C@@H](CC(C)C(F)(F)F)C(=O)O (N-[(benzyloxy)carbonyl]-5,5,5-trifluoro-L-leucine). As a reaction SMILES: [F:1][C:2]([F:12])([F:11])[CH:3]([CH3:10])[CH2:4][C@@H:5]([C:7]([OH:9])=[O:8])[NH2:6].Cl[C:14]([O:16][CH2:17][C:18]1[CH:23]=[CH:22][CH:21]=[CH:20][CH:19]=1)=[O:15].[OH-].[Na+]>O>[CH2:17]([O:16][C:14]([NH:6][C@H:5]([C:7]([OH:9])=[O:8])[CH2:4][CH:3]([C:2]([F:11])([F:12])[F:1])[CH3:10])=[O:15])[C:18]1[CH:23]=[CH:22][CH:21]=[CH:20][CH:19]=1 |f:2.3|. Reported procedure: To a stirred solution of the 5,5,5-trifluoro-L-leucine (12 g) in H2O (150 mL) at 0° C. was added benzyl chloroformate (4.8 mL, 34 mol), followed by dropwise addition of 1 M aqueous NaOH (120 mL, 120 mmol). More benzyl chloroformate (4.8 mL, 34 mmol) was added. The mixture was further stirred at 0° C. and the pH of the mixture became ˜7. The mixture was washed with Et2O (2×) and acidified with aqueous HCl. The aqueous layer was extracted with EtOAc (3×), dried (Na2SO4) and concentrated in vacuo t... Reactants: COC(C(CO)(C)C)=O (hydroxypivalic acid methyl ester), O1CCCC=C1 (3,4-dihydro-2H-pyran), S(O)(O)(=O)=O (sulfuric acid). The solvent is C(Cl)Cl (DCM). Reaction conditions: temperature 0 celsius, time 25 minute. Product: COC(C(COC1OCCCC1)(C)C)=O (2,2-dimethyl-3-(tetrahydro-pyran-2-yloxy)-propionic acid methyl ester). Yield: 117.0%. As a reaction SMILES: [CH3:1][O:2][C:3](=[O:9])[C:4]([CH3:8])([CH3:7])[CH2:5][OH:6].[O:10]1[CH:15]=[CH:14][CH2:13][CH2:12][CH2:11]1.S(=O)(=O)(O)O>C(Cl)Cl>[CH3:1][O:2][C:3](=[O:9])[C:4]([CH3:8])([CH3:7])[CH2:5][O:6][CH:11]1[CH2:12][CH2:13][CH2:14][CH2:15][O:10]1. Procedure: To a solution of 66.3 mL (0.51 mol) of hydroxypivalic acid methyl ester in DCM (325 mL) are added 95.8 mL (1.04 mol) of 3,4-dihydro-2H-pyran. The reaction mixture is cooled to 0° C. and sulfuric acid on silica gel (2.04 g, 0.2 mL sulfuric acid/10 g silica gel) is added and the reaction mixture is stirred at room temperature for 25 minutes. After this time, the reaction mixture is filtered and concentrated under reduced pressure to yield 129 g of 2,2-dimethyl-3-(tetrahydro-pyran-2-yloxy)-propioni... Reactants: N1N=CN=C1 (1,2,4-triazole), C([O-])([O-])=O.[K+].[K+] (potassium carbonate), [Cl-].[NH4+] (ammonium chloride), ClCC(=O)CCl (1,3-dichloroacetone), C1(=CC=CC=C1)[Mg]Br (phenylmagnesium bromide), solution, FC(C(F)(F)I)(C(F)(F)F)F (heptafluoropropyl iodide). Solvent: CN(C=O)C (dimethylformamide), [Cl-].[Na+].O (brine), C(C)OCC (diethylether), C(C)OCC (diethylether), O (water), C(C)OCC (diethylether), C(C)OCC (diethylether). Reaction conditions: time 15 minute. Product: FC(C(C1(OC1)CN1N=CN=C1)(F)F)(C(F)(F)F)F (2-heptafluoropropyl-2-(1H-1,2,4-triazol-1-ylmethyl)oxirane). Yield: 2.1%. As a reaction SMILES: [F:1][C:2]([F:11])([C:7]([F:10])([F:9])[F:8])[C:3](I)([F:5])[F:4].C1([Mg]Br)C=CC=CC=1.Cl[CH2:21][C:22]([CH2:24]Cl)=[O:23].[Cl-].[NH4+].[NH:28]1[CH:32]=[N:31][CH:30]=[N:29]1.C(=O)([O-])[O-].[K+].[K+]>C(OCC)C.[Cl-].[Na+].O.CN(C)C=O.O>[F:1][C:2]([F:11])([C:7]([F:10])([F:9])[F:8])[C:3]([F:5])([F:4])[C:22]1([CH2:24][N:28]2[CH:32]=[N:31][CH:30]=[N:29]2)[CH2:21][O:23]1 |f:3.4,6.7.8,10.11.12|. Procedure: A solution of heptafluoropropyl iodide (14.58 g, 49.2 m.mole) in diethylether (65 ml) was stirred and cooled to -70°. A solution of phenylmagnesium bromide in diethylether (15.75 ml of a 3 molar solution; 47.25 m.mole) was then added dropwise at such a rate that the temperature of the reaction mixture did not exceed -65°. When the addition was complete, stirring was continued for 15 minutes and a solution of 1,3-dichloroacetone (5 g, 39.4 m.mole) in diethylether was then added dropwise, again at...